Dataset: the Open Reaction Database (ORD), a public repository of structured organic reaction records. Task: describe an organic reaction: reactants, conditions, products, and yield Starting materials: CCO, O=C1c2ccccc2C(=O)N1CC(O)CN1CCC(Oc2ccc(Cl)c(Cl)c2)CC1, NN, O. Product: NCC(O)CN1CCC(Oc2ccc(Cl)c(Cl)c2)CC1. RXN SMILES: [CH3:34][CH2:35][OH:36].[Cl:1][c:2]1[cH:3][c:4]([O:5][CH:6]2[CH2:7][CH2:8][N:9]([CH2:12][CH:13]([CH2:14][N:15]3[C:16](=[O:17])[c:18]4[c:19]([cH:20][cH:21][cH:22][cH:23]4)[C:24]3=[O:25])[OH:26])[CH2:10][CH2:11]2)[cH:27][cH:28][c:29]1[Cl:30].[NH2:32][NH2:33].[OH2:31]>>[Cl:1][c:2]1[cH:3][c:4]([O:5][CH:6]2[CH2:7][CH2:8][N:9]([CH2:12][CH:13]([CH2:14][NH2:15])[OH:26])[CH2:10][CH2:11]2)[cH:27][cH:28][c:29]1[Cl:30]. Starting materials: O (water), ClC(C)C1=CC=C(C=C1)CC(C)C (1-chloro-1-(4-isobutylphenyl)ethane), [Na] (sodium), O (water). Solvent: CN(C=O)C (dimethylformamide). Yields the product C(C(C)C)C1=CC=C(C=C)C=C1 (4-isobutylstyrene). Isolated yield 93.8%. Reaction SMILES: Cl[CH:2]([C:4]1[CH:9]=[CH:8][C:7]([CH2:10][CH:11]([CH3:13])[CH3:12])=[CH:6][CH:5]=1)[CH3:3].[Na].O>CN(C)C=O>[CH2:10]([C:7]1[CH:6]=[CH:5][C:4]([CH:2]=[CH2:3])=[CH:9][CH:8]=1)[CH:11]([CH3:13])[CH3:12] |^1:13|. Procedure details: A flat bottomed vial was charged with a mixture of 1-chloro-1-(4-isobutylphenyl)ethane (500 mg; 2.54 mmol), 250 mg (11 mmol) of sodium spheres in 5 mL of dry dimethylformamide. The vial was immersed in an ultrasound cleaner filled with water, and sonicated at room temperature for 2 hours. The reaction mixture was carefully treated with 30 mL of water and extracted with ether (3×30 mL). The ether extract was washed with water (3 ×15 mL) and dried over anhydrous MgSO4. It was filtered and stripped... The reactants are Cc1c(CCBr)cc(-c2ccc(S(C)(=O)=O)cc2)n1-c1ccc(F)cc1, O=C1NC(=O)c2ccccc21, [I-], [K], [Na+], CN(C)C=O. The product is Cc1c(CCN2C(=O)c3ccccc3C2=O)cc(-c2ccc(S(C)(=O)=O)cc2)n1-c1ccc(F)cc1. RXN SMILES: [Br:1][CH2:2][CH2:3][c:4]1[c:5]([CH3:26])[n:6](-[c:19]2[cH:20][cH:21][c:22]([F:25])[cH:23][cH:24]2)[c:7](-[c:9]2[cH:10][cH:11][c:12]([S:15](=[O:16])(=[O:17])[CH3:18])[cH:13][cH:14]2)[cH:8]1.[C:29]1(=[O:39])[c:30]2[c:31]([cH:35][cH:36][cH:37][cH:38]2)[C:32](=[O:34])[NH:33]1.[I-:28].[K:40].[Na+:27].[O:41]=[CH:42][N:43]([CH3:44])[CH3:45]>>[CH2:2]([CH2:3][c:4]1[c:5]([CH3:26])[n:6](-[c:19]2[cH:20][cH:21][c:22]([F:25])[cH:23][cH:24]2)[c:7](-[c:9]2[cH:10][cH:11][c:12]([S:15](=[O:16])(=[O:17])[CH3:18])[cH:13][cH:14]2)[cH:8]1)[N:33]1[C:29](=[O:39])[c:30]2[c:31]([cH:35][cH:36][cH:37][cH:38]2)[C:32]1=[O:34]. The yield is 93.5%. Procedure details: To a solution of methyl 4-formylcinnamate (5.58 g) in methanol (100 ml) was added sodium borohydride (0.4 g), and the mixture was stirred at room temperature for an hour. The reaction mixture was poured into water and extracted with methylene chloride. The methylene chloride layer was washed with a saturated aqueous sodium chloride solution and dried over anhydrous magnesium sulfate. Evaporation of the solvent under reduced pressure gave methyl 4-(hydroxymethyl)cinnamate (5.27 g). The reactants are C(=O)C1=CC=C(C=CC(=O)OC)C=C1 (methyl 4-formylcinnamate), [BH4-].[Na+] (sodium borohydride), O (water). Yields the product OCC1=CC=C(C=CC(=O)OC)C=C1 (methyl 4-(hydroxymethyl)cinnamate). The solvent is CO (methanol). As a reaction SMILES: [CH:1]([C:3]1[CH:14]=[CH:13][C:6]([CH:7]=[CH:8][C:9]([O:11][CH3:12])=[O:10])=[CH:5][CH:4]=1)=[O:2].[BH4-].[Na+].O>CO>[OH:2][CH2:1][C:3]1[CH:4]=[CH:5][C:6]([CH:7]=[CH:8][C:9]([O:11][CH3:12])=[O:10])=[CH:13][CH:14]=1 |f:1.2|. Starting materials: CCCc1c(OCCCOCCCOc2c(C(C)=O)ccc(OCCCC(=O)OCC)c2CCC)ccc(C(C)=O)c1O, CO, [Na+], [OH-]. Yields the product CCCc1c(OCCCOCCCOc2c(C(C)=O)ccc(OCCCC(=O)O)c2CCC)ccc(C(C)=O)c1O. Reaction SMILES: [CH2:1]([CH3:2])[O:3][C:4]([CH2:5][CH2:6][CH2:7][O:8][c:9]1[c:10]([CH2:40][CH2:41][CH3:42])[c:11]([O:18][CH2:19][CH2:20][CH2:21][O:22][CH2:23][CH2:24][CH2:25][O:26][c:27]2[c:28]([CH2:37][CH2:38][CH3:39])[c:29]([OH:36])[c:30]([C:33]([CH3:34])=[O:35])[cH:31][cH:32]2)[c:12]([C:15]([CH3:16])=[O:17])[cH:13][cH:14]1)=[O:43].[CH3:46][OH:47].[Na+:45].[OH-:44]>>[O:3]=[C:4]([CH2:5][CH2:6][CH2:7][O:8][c:9]1[c:10]([CH2:40][CH2:41][CH3:42])[c:11]([O:18][CH2:19][CH2:20][CH2:21][O:22][CH2:23][CH2:24][CH2:25][O:26][c:27]2[c:28]([CH2:37][CH2:38][CH3:39])[c:29]([OH:36])[c:30]([C:33]([CH3:34])=[O:35])[cH:31][cH:32]2)[c:12]([C:15]([CH3:16])=[O:17])[cH:13][cH:14]1)[OH:43].